Task: describe an organic reaction: reactants, conditions, products, and yield. Dataset: the Open Reaction Database (ORD), a public repository of structured organic reaction records Reactants: C(Cl)Cl (CH2Cl2), C(C)(C)(C)OC(=O)NC1=CC=NC=C1C(=O)O (4-tert-Butoxycarbonylamino-nicotinic acid), CN (Methyl amine), C(=O)(C=1NC=CN1)C=1NC=CN1 (carbonyl-diimidazole). Run in CO (MeOH), C1CCOC1 (THF), CN(C)C=O (DMF). Conditions: temperature 60 celsius. Product: C(C)(C)(C)OC(NC1=C(C=NC=C1)C(=O)NC)=O ((3-(N-methylaminocarbonyl)-pyridin-4-yl)-carbamic acid tert-butyl ester). RXN SMILES: [C:1]([O:5][C:6]([NH:8][C:9]1[C:14]([C:15]([OH:17])=O)=[CH:13][N:12]=[CH:11][CH:10]=1)=[O:7])([CH3:4])([CH3:3])[CH3:2].C(C1NC=CN=1)([C:20]1[NH:21]C=CN=1)=O.CN.C(Cl)Cl>CN(C=O)C.C1COCC1.CO>[C:1]([O:5][C:6](=[O:7])[NH:8][C:9]1[CH:10]=[CH:11][N:12]=[CH:13][C:14]=1[C:15]([NH:21][CH3:20])=[O:17])([CH3:2])([CH3:3])[CH3:4]. Procedure details: The acid, 4-tert-Butoxycarbonylamino-nicotinic acid (1.0 g, 4.20 mmol) was suspended in dry DMF (50 mL) followed by carbonyl-diimidazole (CDI, 1.36 g, 8.40 mmol). The mixture was heated to 60° C. for 1 h, then cooled. Methyl amine in THF was added to the solution followed by evaporation of the mixture. The residue was dissolved in water (20 mL)/chloroform (50 mL) and shaken then the layers separated. The aqueous layer was extracted further with chloroform (3×50 mL) and the combined organic extra...